This data is from the Open Reaction Database (ORD), a public repository of structured organic reaction records. The task is: describe an organic reaction: reactants, conditions, products, and yield The reactants are FC=1C=CC2=C(N=C(S2)CN2C(C(SC3=C2C=CC=C3)CC(=O)OCC)=O)C1 (Ethyl 2-[4-(5-fluorobenzothiazol-2-yl)methyl-3,4-dihydro-3-oxo-2H-1,4-benzothiazin-2-yl]acetate), P12(=S)SP3(=S)SP(=S)(S1)SP(=S)(S2)S3 (phosphorus pentasulfide). Solvent: C1(=CC=CC=C1)C (toluene). Product: FC=1C=CC2=C(N=C(S2)CN2C(C(SC3=C2C=CC=C3)CC(=O)OCC)=S)C1 (Ethyl 2-[4-(5-fluorobenzothiazol-2-yl)methyl-3,4-dihydro-3-thioxo-2H-1,4-benzothiazin-2-yl]acetate). Isolated yield 71.5%. Reaction SMILES: [F:1][C:2]1[CH:3]=[CH:4][C:5]2[S:9][C:8]([CH2:10][N:11]3[C:16]4[CH:17]=[CH:18][CH:19]=[CH:20][C:15]=4[S:14][CH:13]([CH2:21][C:22]([O:24][CH2:25][CH3:26])=[O:23])[C:12]3=O)=[N:7][C:6]=2[CH:28]=1.P12(SP3(SP(SP(S3)(S1)=S)(=S)S2)=S)=[S:30]>C1(C)C=CC=CC=1>[F:1][C:2]1[CH:3]=[CH:4][C:5]2[S:9][C:8]([CH2:10][N:11]3[C:16]4[CH:17]=[CH:18][CH:19]=[CH:20][C:15]=4[S:14][CH:13]([CH2:21][C:22]([O:24][CH2:25][CH3:26])=[O:23])[C:12]3=[S:30])=[N:7][C:6]=2[CH:28]=1. Procedure details: To 10 ml of toluene were added 720 mg of the compound of Example 1 and 770 mg of phosphorus pentasulfide. The mixture was heated to reflux for 4 hours. After the mixture has been cooled, the insoluble substance was filtered off and the solvent was distilled off. The residue was purified by silica gel chromatography to give 535 mg of the title compound. The structural formula and physical data of this compound are shown in Table 23. Starting materials: O (water), C([O-])([O-])=O.[K+].[K+] (potassium carbonate), CI (methyl iodide), C(C1=CC=CC=C1)N1N=C(C=2C1=NC=C(C2)C(=O)O)C2=CC=CC=C2 (1-Benzyl-3-phenyl-1H-pyrazolo[3,4-b]pyridine-5-carboxylic acid). Run in CN(C=O)C (N,N-dimethylformamide). Product: COC(=O)C=1C=C2C(=NC1)N(N=C2C2=CC=CC=C2)CC2=CC=CC=C2 (1-Benzyl-3-phenyl-1H-pyrazolo[3,4-b]pyridine-5-carboxylic acid Methyl Ester). The yield is 95.9%. Reaction SMILES: [CH2:1]([N:8]1[C:12]2=[N:13][CH:14]=[C:15]([C:17]([OH:19])=[O:18])[CH:16]=[C:11]2[C:10]([C:20]2[CH:25]=[CH:24][CH:23]=[CH:22][CH:21]=2)=[N:9]1)[C:2]1[CH:7]=[CH:6][CH:5]=[CH:4][CH:3]=1.[C:26](=O)([O-])[O-].[K+].[K+].CI.O>CN(C)C=O>[CH3:26][O:18][C:17]([C:15]1[CH:16]=[C:11]2[C:10]([C:20]3[CH:25]=[CH:24][CH:23]=[CH:22][CH:21]=3)=[N:9][N:8]([CH2:1][C:2]3[CH:3]=[CH:4][CH:5]=[CH:6][CH:7]=3)[C:12]2=[N:13][CH:14]=1)=[O:19] |f:1.2.3|. Procedure: 100 mg of 1-benzyl-3-phenyl-1H-pyrazolo[3,4-b]pyridine-5-carboxylic acid obtained by Example 32 was dissolved in 5 mL of N,N-dimethylformamide, added with 60 mg of potassium carbonate and 30 μl of methyl iodide, and stirred all day and night at room temperature. The residue was added with water, extracted with ethyl acetate, and dried over anhydrous sodium sulfate. After distilling off the solvent, the reaction was crystallized from diisopropyl ether, to afford 100 mg of the title compound as a ... The reactants are O (water), [H-].[Na+] (Sodium hydride), C1(CCC(CC1)C1CCCCC1)O (4,4′-bicyclohexanol), C(CC)Br (n-propylbromide). Solvent: CN(C=O)C (N,N-dimethylformamide). Conditions: temperature 80 celsius, time 6 hour. The product is C(CC)C1CCC(CC1)C1CCC(CC1)O (4′-propyl-4-hydroxy-1,1′-bicyclohexane). As a reaction SMILES: [H-].[Na+].[CH:3]1([OH:15])[CH2:8][CH2:7][CH:6]([CH:9]2[CH2:14][CH2:13][CH2:12][CH2:11][CH2:10]2)[CH2:5][CH2:4]1.[CH2:16](Br)[CH2:17][CH3:18].O>CN(C)C=O>[CH2:16]([CH:12]1[CH2:13][CH2:14][CH:9]([CH:6]2[CH2:5][CH2:4][CH:3]([OH:15])[CH2:8][CH2:7]2)[CH2:10][CH2:11]1)[CH2:17][CH3:18] |f:0.1|. Procedure: 60% Sodium hydride (1.01 g) was added slowly to a suspension of 4,4′-bicyclohexanol (5 g) in N,N-dimethylformamide (50 ml) at ambient temperature, and the mixture was stirred for 6 hours at 80° C. To the mixture was added dropwise n-propylbromide (2.29 ml) at 0-5° C., and the reaction mixture was stirred for 18.5 hours at 80° C. The reaction mixture was poured into water, and extracted with ethyl acetate. The organic layer was washed with brine and dried, and the solvent was evaporated under red... The reactants are ClC1=CC(=C(C=C1)CC)[N+](=O)[O-] (4-chloro-1-ethyl-2-nitro-benzene), C([O-])([O-])=O.[K+].[K+] (potassium carbonate), stannous chloride, O (water). The solvent is C(C)(=O)OCC (ethyl acetate), N1=CC=CC=C1.O (pyridine water). Conditions: time 8 hour. The product is ClC=1C=CC(=C(C1)N)CC (5-chloro-2-ethyl-phenylamine). Yield: 104.9%. RXN SMILES: [Cl:1][C:2]1[CH:7]=[CH:6][C:5]([CH2:8][CH3:9])=[C:4]([N+:10]([O-])=O)[CH:3]=1.O.C(=O)([O-])[O-].[K+].[K+]>C(OCC)(=O)C.N1C=CC=CC=1.O>[Cl:1][C:2]1[CH:7]=[CH:6][C:5]([CH2:8][CH3:9])=[C:4]([NH2:10])[CH:3]=1 |f:2.3.4,6.7|. Procedure details: To a solution of 4-chloro-1-ethyl-2-nitro-benzene (0.57 g, 3.08 mmol) in a mixture of ethyl acetate and ethanol (1/1, 30 mL) was added stannous chloride (1.7 g, 9.24 mmol) and the resulting mixture was stirred at room temperature overnight. The reaction mixture was then poured into water and basified by addition of potassium carbonate until pH>10. The resulting mixture was extracted with dichloromethane; the organic extracts were dried over anhydrous sodium sulfate, filtered and evaporated under... Starting materials: C1(=CC=CC=C1)S(=O)(=O)NC(C1=CC=C(C=C1)C#C)=O (N-benzenesulfonyl-4-ethinylbenzoic acid amide), COC(CCC1=NC(=CC=C1OCCCC\C=C\C1=CC=C(C=C1)OC)I)=O (3-{6-iodo-3-[6-(4-methoxyphenyl)-(5E)-5-hexenyloxy]-2-pyridyl}-propionic acid methyl ester). Product: COC(CCC1=NC(=CC=C1OCCCC\C=C\C1=CC=C(C=C1)OC)C#CC1=CC=C(C=C1)C(=O)NS(=O)(=O)C1=CC=CC=C1)=O (3-{3-[6-(4-methoxyphenyl)-(5E)-5-hexenyloxy]-6-[2-(4-benzenesulfonamidocarbonylphenyl)-ethinyl]-2-pyridyl}-propionic acid methyl ester). Isolated yield 30.0%. As a reaction SMILES: [C:1]1([S:7]([NH:10][C:11](=[O:20])[C:12]2[CH:17]=[CH:16][C:15]([C:18]#[CH:19])=[CH:14][CH:13]=2)(=[O:9])=[O:8])[CH:6]=[CH:5][CH:4]=[CH:3][CH:2]=1.[CH3:21][O:22][C:23](=[O:48])[CH2:24][CH2:25][C:26]1[C:31]([O:32][CH2:33][CH2:34][CH2:35][CH2:36]/[CH:37]=[CH:38]/[C:39]2[CH:44]=[CH:43][C:42]([O:45][CH3:46])=[CH:41][CH:40]=2)=[CH:30][CH:29]=[C:28](I)[N:27]=1>>[CH3:21][O:22][C:23](=[O:48])[CH2:24][CH2:25][C:26]1[C:31]([O:32][CH2:33][CH2:34][CH2:35][CH2:36]/[CH:37]=[CH:38]/[C:39]2[CH:40]=[CH:41][C:42]([O:45][CH3:46])=[CH:43][CH:44]=2)=[CH:30][CH:29]=[C:28]([C:19]#[C:18][C:15]2[CH:14]=[CH:13][C:12]([C:11]([NH:10][S:7]([C:1]3[CH:2]=[CH:3][CH:4]=[CH:5][CH:6]=3)(=[O:8])=[O:9])=[O:20])=[CH:17][CH:16]=2)[N:27]=1. Reported procedure: Under the conditions of example 5 A, 1.31 g of the crude N-benzenesulfonyl-4-ethinylbenzoic acid amide is reacted with 1.9 g of 3-{6-iodo-3-[6-(4-methoxyphenyl)-(5E)-5-hexenyloxy]-2-pyridyl}-propionic acid methyl ester, worked up, and the crude product is chromatographed on silica gel with dichloromethane/0-5% methanol. 750 mg of 3-{3-[6-(4-methoxyphenyl)-(5E)-5-hexenyloxy]-6-[2-(4-benzenesulfonamidocarbonylphenyl)-ethinyl]-2-pyridyl}-propionic acid methyl ester is obtained as oil.